From a dataset of the Open Reaction Database (ORD), a public repository of structured organic reaction records. describe an organic reaction: reactants, conditions, products, and yield Reactants: CC(C)=O, [K+], [K+], O=N[O-], Cc1ccnc(C)c1N, [Na+], O=C([O-])[O-], O, O=S(=O)(O)O. Yields the product Cc1ccnc(C)c1O. Reaction SMILES: [CH3:25][C:26](=[O:27])[CH3:28].[K+:14].[K+:15].[N:10](=[O:11])[O-:12].[NH2:1][c:2]1[c:3]([CH3:9])[n:4][cH:5][cH:6][c:7]1[CH3:8].[Na+:13].[O-:16][C:17]([O-:18])=[O:19].[OH2:29].[S:20](=[O:21])(=[O:22])([OH:23])[OH:24]>>[c:2]1([OH:11])[c:3]([CH3:9])[n:4][cH:5][cH:6][c:7]1[CH3:8]. Reactants: C(C)(C)N(CC)C(C)C (diisopropylethylamine), ice water, CC(C(=O)CO)(C)NC(C1=CC(=CC(=C1)Cl)Cl)=O (N-(1',1'-dimethyl-3'-hydroxyacetonyl)-3,5-dichlorobenzamide), CS(=O)(=O)Cl (methanesulfonylchloride). Solvent: C(Cl)Cl (methylene chloride), C(Cl)Cl (methylene chloride). Yields the product CC(C(=O)COS(=O)(=O)C)(C)NC(C1=CC(=CC(=C1)Cl)Cl)=O (N-(1',1'-dimethyl-3'-methylsulfonyloxyacetonyl) -3,5-dichlorobenzamide). The yield is 63.0%. RXN SMILES: [CH3:1][C:2]([NH:8][C:9](=[O:18])[C:10]1[CH:15]=[C:14]([Cl:16])[CH:13]=[C:12]([Cl:17])[CH:11]=1)([CH3:7])[C:3]([CH2:5][OH:6])=[O:4].C(N(C(C)C)CC)(C)C.[CH3:28][S:29](Cl)(=[O:31])=[O:30]>C(Cl)Cl>[CH3:7][C:2]([NH:8][C:9](=[O:18])[C:10]1[CH:15]=[C:14]([Cl:16])[CH:13]=[C:12]([Cl:17])[CH:11]=1)([CH3:1])[C:3]([CH2:5][O:6][S:29]([CH3:28])(=[O:31])=[O:30])=[O:4]. Reported procedure: N-(1',1'-dimethyl-3'-hydroxyacetonyl)-3,5-dichlorobenzamide (1.0 gm, 0.00345 m) was dissolved in methylene chloride (25 ml) and diisopropylethylamine (0.44 gm, 0.0035 m) and cooled to about 5° C. under a nitrogen atmosphere. While the solution was stirred magnetically, methanesulfonylchloride (0.475 gm, 0.0041 m) was added dropwise. After its addition, the mixture was stirred about an hour longer while maintaining the temperature at 5°-10° C. The mixture was then poured into ice water (500 ml) c... Starting materials: Cc1cc(-c2nc(CO)co2)ccc1Cl, ClCCl, O=S(Cl)Cl. The product is Cc1cc(-c2nc(CCl)co2)ccc1Cl. As a reaction SMILES: [Cl:1][c:2]1[c:3]([CH3:15])[cH:4][c:5](-[c:8]2[o:9][cH:10][c:11]([CH2:13][OH:14])[n:12]2)[cH:6][cH:7]1.[Cl:20][CH2:21][Cl:22].[S:16]([Cl:17])([Cl:18])=[O:19]>>[Cl:1][c:2]1[c:3]([CH3:15])[cH:4][c:5](-[c:8]2[o:9][cH:10][c:11]([CH2:13][Cl:18])[n:12]2)[cH:6][cH:7]1. The reactants are O=N[O-], Nc1cc(Cl)cc(Cl)n1, [Na+], O, O=S(=O)(O)O. Product: Oc1cc(Cl)cc(Cl)n1. Reaction SMILES: [N:1](=[O:2])[O-:3].[NH2:5][c:6]1[n:7][c:8]([Cl:13])[cH:9][c:10]([Cl:12])[cH:11]1.[Na+:4].[OH2:14].[S:15](=[O:16])(=[O:17])([OH:18])[OH:19]>>[OH:2][c:6]1[n:7][c:8]([Cl:13])[cH:9][c:10]([Cl:12])[cH:11]1. Reactants: O1CC(C1)=O (Oxetan-3-one), ClC1=CC=NC=C1 (4-Chloropyridine), [Li+].CC(C)[N-]C(C)C (LDA), C1CCOC1.CCCCCCC.C(C)C1=CC=CC=C1 (THF heptane ethylbenzene). Solvent: C1(=CC=CC=C1)C (toluene), C1CCOC1 (THF). Reaction conditions: temperature -78 celsius, time 15 minute. Yields the product ClC1=C(C=NC=C1)C1(COC1)O (3-(4-chloropyridin-3-yl)oxetan-3-ol). Isolated yield 46.5%. Reaction SMILES: [Cl:1][C:2]1[CH:7]=[CH:6][N:5]=[CH:4][CH:3]=1.[Li+].CC([N-]C(C)C)C.C1COCC1.CCCCCCC.C(C1C=CC=CC=1)C.[O:36]1[CH2:39][C:38](=[O:40])[CH2:37]1>C1COCC1.C1(C)C=CC=CC=1>[Cl:1][C:2]1[CH:7]=[CH:6][N:5]=[CH:4][C:3]=1[C:38]1([OH:40])[CH2:39][O:36][CH2:37]1 |f:1.2,3.4.5|. Procedure: 4-Chloropyridine (5 g, 44.0 mmol) hydrochloride salt was dried by azeotropic distillation with anhydrous toluene in a round bottomed flask. To this, anhydrous THF (100 mL) was added under nitrogen atmosphere and cooled to −78° C. After 15 min, LDA, 2M in THF/heptane/ethylbenzene (48.4 mL, 97 mmol) was added dropwise and the reaction stirred for 30 min. Oxetan-3-one (3.81 g, 52.8 mmol) was then added and reaction was stirred for 5 min at −78° C. and then cold bath was removed and reaction was all... Starting materials: Cl.Cl.COC1=CC(=C(C=C1)N)N (4-methoxy-1,2-phenylenediamine dihydrochloride salt), Cl.Cl.COC1=CC(=C(C=C1)N)N (4-methoxy-1,2-phenylenediamine dihydrochloride salt), C(C(=O)O)(=O)O (oxalic acid), Cl (HCl). Run at temperature 90 celsius. Yields the product COC=1C=C2N=C(C(=NC2=CC1)O)O (6-Methoxy-quinoxaline-2,3-diol). Reaction SMILES: Cl.Cl.[CH3:3][O:4][C:5]1[CH:10]=[CH:9][C:8]([NH2:11])=[C:7]([NH2:12])[CH:6]=1.[C:13](O)(=[O:17])[C:14](O)=[O:15].Cl>>[CH3:3][O:4][C:5]1[CH:6]=[C:7]2[C:8](=[CH:9][CH:10]=1)[N:11]=[C:14]([OH:15])[C:13]([OH:17])=[N:12]2 |f:0.1.2|. Procedure details: In a 50 L flask equipped with a mechanical stirrer, thermocouple and condenser was added 4-methoxy-1,2-phenylenediamine dihydrochloride salt (Compound 9) (2.65 kg @ 98 wt %, 12.30 mol), oxalic acid (1.582 kg @ 98 wt. %, 17.22 mol) and 3 N HCl(aq) (17.8 L) under nitrogen. The grey heterogeneous slurry was heated to 90° C. with steam for 7.25 hours. The reaction was monitored by HPLC. The resulting grey slurry was then cooled to an internal temperature of 20° C. overnight. The slurry was filtered,...